Task: describe an organic reaction: reactants, conditions, products, and yield. Dataset: the Open Reaction Database (ORD), a public repository of structured organic reaction records The yield is 76.9%. Procedure details: Using the procedure of Example 2, 290 mg of the product of Example 9 and 5 ml of a 5N sodium hydroxide solution were reacted to obtain 210 mg of the desired product melting at >260° C. The product is C(CCC)C1=CN(C2=CC(=CC=C2C1=O)C(=O)O)CC1=CC=C(C=C1)C1=C(C=CC=C1)C(=O)O (3-butyl-1-[[2'-carboxy-(1,1'-biphenyl)-4-yl]-methyl]-1,4-dihydro-4-oxo-7-quinoline carboxylic acid). As a reaction SMILES: [CH2:1]([C:5]1[C:14](=[O:15])[C:13]2[C:8](=[CH:9][C:10]([C:16]([O:18]C)=[O:17])=[CH:11][CH:12]=2)[N:7]([CH2:20][C:21]2[CH:26]=[CH:25][C:24]([C:27]3[CH:32]=[CH:31][CH:30]=[CH:29][C:28]=3[C:33]([O:35]C)=[O:34])=[CH:23][CH:22]=2)[CH:6]=1)[CH2:2][CH2:3][CH3:4].[OH-].[Na+]>>[CH2:1]([C:5]1[C:14](=[O:15])[C:13]2[C:8](=[CH:9][C:10]([C:16]([OH:18])=[O:17])=[CH:11][CH:12]=2)[N:7]([CH2:20][C:21]2[CH:22]=[CH:23][C:24]([C:27]3[CH:32]=[CH:31][CH:30]=[CH:29][C:28]=3[C:33]([OH:35])=[O:34])=[CH:25][CH:26]=2)[CH:6]=1)[CH2:2][CH2:3][CH3:4] |f:1.2|. Starting materials: C(CCC)C1=CN(C2=CC(=CC=C2C1=O)C(=O)OC)CC1=CC=C(C=C1)C1=C(C=CC=C1)C(=O)OC (Methyl 3-butyl-1-[[2'-(methoxycarbonyl) (1,1'-biphenyl)-4-yl]-methyl]-1,4-dihydro-4-oxo-7-quinoline carboxylate), [OH-].[Na+] (sodium hydroxide). Reactants: [N+](=O)([O-])C1=C(C=CC=C1)NC(=N)N.C([O-])([O-])=O (2-nitrophenyl-guanidine carbonate), C(CC(=O)C)(=O)OCC (ethyl acetoacetate), C(=O)=O (CO2). Run in COCCOCCOC (diethylene glycol dimethyl ether). Product: OC1=CC(=NC(=N1)NC1=C(C=CC=C1)[N+](=O)[O-])C (N-(6-hydroxy-4-methylpyrimidin-2-yl)-2-nitroaniline). Reaction SMILES: [N+:1]([C:4]1[CH:9]=[CH:8][CH:7]=[CH:6][C:5]=1[NH:10][C:11]([NH2:13])=[NH:12])([O-:3])=[O:2].C(=O)([O-])[O-].[C:18](OCC)(=[O:23])[CH2:19][C:20]([CH3:22])=O.C(=O)=O>COCCOCCOC>[OH:23][C:18]1[N:13]=[C:11]([NH:10][C:5]2[CH:6]=[CH:7][CH:8]=[CH:9][C:4]=2[N+:1]([O-:3])=[O:2])[N:12]=[C:20]([CH3:22])[CH:19]=1 |f:0.1|. Procedure details: 121 g (0.5 mol) of 2-nitrophenyl-guanidine-carbonate, 100 g of ethyl acetoacetate and 200 ml of diethylene glycol dimethyl ether are heated first to 65° and, when the evolution of CO2 has ceased, to 140°. In the course of this ethanol and water are distilled off. After 31/2 hours the suspension is cooled, water is added and the pH is adjusted to 4-5 with concentrated hydrochloric acid. The yellow precipitate is filtered off, washed with water and dried in vacuo at 80° C. 80.3 g (65.2% of the the... Starting materials: C(C)(=O)OC1CCCCC(NC2=C1C=CC=C2)=O (7-acetoxy-1,3,4,5,6,7-hexahydro-1-benzazonin-2-one). The reagents and catalysts are [Pd] (palladium on charcoal). Run in C(C)O (ethanol). Product: N1C(CCCCCC2=C1C=CC=C2)=O (1,3,4,5,6,7-hexahydro-1-benzazonin-2-one). RXN SMILES: C(O[CH:5]1[C:13]2[CH:14]=[CH:15][CH:16]=[CH:17][C:12]=2[NH:11][C:10](=[O:18])[CH2:9][CH2:8][CH2:7][CH2:6]1)(=O)C>C(O)C.[Pd]>[NH:11]1[C:12]2[CH:17]=[CH:16][CH:15]=[CH:14][C:13]=2[CH2:5][CH2:6][CH2:7][CH2:8][CH2:9][C:10]1=[O:18]. Procedure details: A solution of 7-acetoxy-1,3,4,5,6,7-hexahydro-1-benzazonin-2-one (7.4 g) in ethanol (250 ml) is hydrogenated at 3 atmospheres at 70° using 10% palladium on charcoal (1.5 g) as catalyst. The catalyst is filtered off and the solvent removed under reduced pressure. The residue is recrystallized to give 1,3,4,5,6,7-hexahydro-1-benzazonin-2-one. Reactants: B, CC(c1ccccc1)N1CC(c2ccc(Br)cc2)OCC1=O, CO, C1CCOC1, C1CCOC1. Yields the product CC(c1ccccc1)N1CCOC(c2ccc(Br)cc2)C1. RXN SMILES: [BH3:28].[Br:1][c:2]1[cH:3][cH:4][c:5]([CH:8]2[CH2:9][N:10]([CH:15]([CH3:16])[c:17]3[cH:18][cH:19][cH:20][cH:21][cH:22]3)[C:11](=[O:14])[CH2:12][O:13]2)[cH:6][cH:7]1.[CH3:29][OH:30].[O:23]1[CH2:24][CH2:25][CH2:26][CH2:27]1.[O:31]1[CH2:32][CH2:33][CH2:34][CH2:35]1>>[Br:1][c:2]1[cH:3][cH:4][c:5]([CH:8]2[CH2:9][N:10]([CH:15]([CH3:16])[c:17]3[cH:18][cH:19][cH:20][cH:21][cH:22]3)[CH2:11][CH2:12][O:13]2)[cH:6][cH:7]1. The reactants are C(C1=CC=CC=C1)N1N=C2C(=CC=CC2=C1C1=CC=CC=C1)C(C)(C)O (2-(2-benzyl-3-phenyl-2H-indazol-7-yl)propan-2-ol), CC=1C=CC(=CC1)S(=O)(=O)O (TsOH). Conditions: temperature 110 celsius. As a reaction SMILES: [CH2:1]([N:8]1[C:16]([C:17]2[CH:22]=[CH:21][CH:20]=[CH:19][CH:18]=2)=[C:15]2[C:10]([C:11]([C:23](O)([CH3:25])[CH3:24])=[CH:12][CH:13]=[CH:14]2)=[N:9]1)[C:2]1[CH:7]=[CH:6][CH:5]=[CH:4][CH:3]=1.CC1C=CC(S(O)(=O)=O)=CC=1>C1(C)C=CC=CC=1>[CH2:1]([N:8]1[C:16]([C:17]2[CH:22]=[CH:21][CH:20]=[CH:19][CH:18]=2)=[C:15]2[C:10]([C:11]([C:23]([CH3:25])=[CH2:24])=[CH:12][CH:13]=[CH:14]2)=[N:9]1)[C:2]1[CH:3]=[CH:4][CH:5]=[CH:6][CH:7]=1. The yield is 94.0%. Product: C(C1=CC=CC=C1)N1N=C2C(=CC=CC2=C1C1=CC=CC=C1)C(=C)C (2-BENZYL-7-ISOPROPENYL-3-PHENYL-2H-INDAZOLE). Reported procedure: Fifty milligrams (50 mg; 0.15 mmol) of 2-(2-benzyl-3-phenyl-2H-indazol-7-yl)propan-2-ol (Example 520) were dissolved in 2 ml of toluene followed by the addition of 11 mg of TsOH. The mixture was heated at 110° C. for 1 hour. After cooling, the resulting solution was filtered through SiO2 plug affording, after evaporation, 45 mg of pure 2-benzyl-7-isopropenyl-3-phenyl-2H-indazole. Yield: 94%. Run in C1(=CC=CC=C1)C (toluene). Starting materials: ClC1=NC(=NC(=C1F)N1[C@H](CN(CC1)C)C)C (4-Chloro-6-[(2S)-2,4-dimethyl-1-piperazinyl]-5-fluoro-2-methylpyrimidine), O.NN (hydrazine monohydrate). Solvent: CS(=O)C (DMSO). Conditions: temperature 50 celsius, time 7 hour. The product is C[C@@H]1N(CCN(C1)C)C1=NC(=NC(=C1F)NN)C (4-[(2S)-2,4-dimethyl-1-piperazinyl]-5-fluoro-6-hydrazino-2-methylpyrimidine). The yield is 43.0%. RXN SMILES: Cl[C:2]1[C:7]([F:8])=[C:6]([N:9]2[CH2:14][CH2:13][N:12]([CH3:15])[CH2:11][C@@H:10]2[CH3:16])[N:5]=[C:4]([CH3:17])[N:3]=1.O.[NH2:19][NH2:20]>CS(C)=O>[CH3:16][C@H:10]1[CH2:11][N:12]([CH3:15])[CH2:13][CH2:14][N:9]1[C:6]1[C:7]([F:8])=[C:2]([NH:19][NH2:20])[N:3]=[C:4]([CH3:17])[N:5]=1 |f:1.2|. Reported procedure: 4-Chloro-6-[(2S)-2,4-dimethyl-1-piperazinyl]-5-fluoro-2-methylpyrimidine (0.277 g, 1.07 mmol), hydrazine monohydrate (0.5 mL) and DMSO (2.0 mL) were stirred at room temperature overnight. Then the reaction was heated to 50° C. and stirred for 7 hours. Purified by RP-HPLC to provide 4-[(2S)-2,4-dimethyl-1-piperazinyl]-5-fluoro-6-hydrazino-2-methylpyrimidine as an orange solid (0.118 g, 43%). LCMS: (M+H)+=255.3. Starting materials: O=C([O-])[O-], CO, COc1cc(C=CC(=O)NC2CCCCC2)ccc1OC(C)=O, [K+], [K+]. The product is COc1cc(C=CC(=O)NC2CCCCC2)ccc1O. As a reaction SMILES: [C:24](=[O:25])([O-:26])[O-:27].[CH3:30][OH:31].[CH:1]1([NH:7][C:8]([CH:9]=[CH:10][c:11]2[cH:12][c:13]([O:21][CH3:22])[c:14]([O:17][C:18](=[O:19])[CH3:20])[cH:15][cH:16]2)=[O:23])[CH2:2][CH2:3][CH2:4][CH2:5][CH2:6]1.[K+:28].[K+:29]>>[CH:1]1([NH:7][C:8]([CH:9]=[CH:10][c:11]2[cH:12][c:13]([O:21][CH3:22])[c:14]([OH:17])[cH:15][cH:16]2)=[O:23])[CH2:2][CH2:3][CH2:4][CH2:5][CH2:6]1. The reactants are Br, Cc1c[nH]c2ccccc12, Cl, C1COCCO1, c1c[nH]cn1. The product is Cc1c(-n2ccnc2)[nH]c2ccccc12. RXN SMILES: [Br:16].[CH3:1][c:2]1[cH:3][nH:4][c:5]2[cH:6][cH:7][cH:8][cH:9][c:10]12.[ClH:23].[O:17]1[CH2:18][CH2:19][O:20][CH2:21][CH2:22]1.[nH:11]1[cH:12][n:13][cH:14][cH:15]1>>[CH3:1][c:2]1[c:3](-[n:11]2[cH:12][n:13][cH:14][cH:15]2)[nH:4][c:5]2[cH:6][cH:7][cH:8][cH:9][c:10]12. Reactants: COCCO (2-methoxy-ethanol), [H-].[Na+] (sodium hydride), FC1=CC(=C2C(NC(=NC2=C1)C1=CC(=NC=C1)C)=O)OC (7-fluoro-5-methoxy-2-(2-methyl-pyridin-4-yl)-3H-quinazolin-4-one). Solvent: CS(=O)C (DMSO), CS(=O)C (DMSO), CCOCC (ether). Run at time 30 minute. The product is COC1=C2C(NC(=NC2=CC(=C1)OCCOC)C1=CC(=NC=C1)C)=O (5-methoxy-7-(2-methoxyethoxy)-2-(2-methylpyridin-4-yl)quinazolin-4(3H)-one). Reaction SMILES: [CH3:1][O:2][CH2:3][CH2:4][OH:5].[H-].[Na+].F[C:9]1[CH:18]=[C:17]2[C:12]([C:13](=[O:26])[NH:14][C:15]([C:19]3[CH:24]=[CH:23][N:22]=[C:21]([CH3:25])[CH:20]=3)=[N:16]2)=[C:11]([O:27][CH3:28])[CH:10]=1>CS(C)=O.CCOCC>[CH3:28][O:27][C:11]1[CH:10]=[C:9]([O:5][CH2:4][CH2:3][O:2][CH3:1])[CH:18]=[C:17]2[C:12]=1[C:13](=[O:26])[NH:14][C:15]([C:19]1[CH:24]=[CH:23][N:22]=[C:21]([CH3:25])[CH:20]=1)=[N:16]2 |f:1.2|. Procedure: To a solution of 2-methoxy-ethanol (0.64 g, 8.40 mmol) in anhydrous DMSO (4 mL) was added sodium hydride (60% suspension in mineral oil, 0.12 g, 5.00 mmol) in small portions and the reaction mixture was stirred at room temperature for 30 minutes. To this mixture was added a solution of 7-fluoro-5-methoxy-2-(2-methyl-pyridin-4-yl)-3H-quinazolin-4-one (0.24 g, 0.84 mmol) in anhydrous DMSO (12 mL). The reaction mixture was stirred at 80° C. for 3 hours, then cooled to room temperature, and diluted ... The reactants are COC(C(C)NC(OCC)=O)OC (ethyl N-(1,1-dimethoxyprop 2-yl)-carbamate), [OH-].[K+] (potassium hydroxide), C1(=CC=CC=C1)C (toluene), C(C=C)Br (allyl bromide), C(C=C)Br (allyl bromide). The reagents and catalysts are [Cl-].C(C)[N+](CC1=CC=CC=C1)(CC)CC (triethylbenzylammonium chloride). Run in O (Water). Conditions: time 8 hour. The product is C(C=C)N(C(OCC)=O)C(C(OC)OC)C (Ethyl N-allyl-N-(1,1-dimethoxyprop-2-yl)-carbamate). RXN SMILES: [CH3:1][O:2][CH:3]([O:12][CH3:13])[CH:4]([NH:6][C:7](=[O:11])[O:8][CH2:9][CH3:10])[CH3:5].[OH-].[K+].[C:16]1(C)[CH:21]=CC=C[CH:17]=1.C(Br)C=C>[Cl-].C([N+](CC)(CC)CC1C=CC=CC=1)C.O>[CH2:21]([N:6]([CH:4]([CH3:5])[CH:3]([O:2][CH3:1])[O:12][CH3:13])[C:7](=[O:11])[O:8][CH2:9][CH3:10])[CH:16]=[CH2:17] |f:1.2,5.6|. Procedure: 151 g (0.79 mol) of ethyl N-(1,1-dimethoxyprop 2-yl)-carbamate, 175 g of powdered potassium hydroxide and 2.8 g of triethylbenzylammonium chloride are initially introduced into 750 ml of toluene and 94 g (0.777 mol) of allyl bromide are added dropwise at room temperature. After stirring overnight at room temperature, a further 10 g (82.6 mmol) of allyl bromide are added dropwise and the mixture is stirred for one day at room temperature. Water is added until all salts have gone into solution, an...